This data is from the Open Reaction Database (ORD), a public repository of structured organic reaction records. The task is: describe an organic reaction: reactants, conditions, products, and yield Reactants: CC1=C(C(=CC(=C1)C)C)C(C)=O (2',4',6'-trimethylacetophenone), C[Si](C)(C)[N-][Si](C)(C)C.[Li+] (lithium bis(trimethylsilyl)amide), Cl[Si](C)(C)C (chlorotrimethylsilane), diethyl ester, C1(=CC=CC=C1)CSC(C(=O)O)C(=O)O ([(phenylmethyl)thio]propanedioic acid). Solvent: C1CCOC1 (THF). The product is OC1=C(C(OC(=C1)C1=C(C=C(C=C1C)C)C)=O)SCC1=CC=CC=C1 (4-Hydroxy-3-[(phenylmethyl)thio]-6-(2,4,6-trimethylphenyl)-2H-pyran-2-one). As a reaction SMILES: [CH3:1][C:2]1[CH:7]=[C:6]([CH3:8])[CH:5]=[C:4]([CH3:9])[C:3]=1[C:10](=[O:12])[CH3:11].C[Si]([N-][Si](C)(C)C)(C)C.[Li+].Cl[Si](C)(C)C.[C:28]1([CH2:34][S:35][CH:36]([C:40](O)=[O:41])[C:37](O)=[O:38])[CH:33]=[CH:32][CH:31]=[CH:30][CH:29]=1>C1COCC1>[OH:41][C:40]1[CH:11]=[C:10]([C:3]2[C:4]([CH3:9])=[CH:5][C:6]([CH3:8])=[CH:7][C:2]=2[CH3:1])[O:12][C:37](=[O:38])[C:36]=1[S:35][CH2:34][C:28]1[CH:33]=[CH:32][CH:31]=[CH:30][CH:29]=1 |f:1.2|. Procedure details: The title compound was prepared by Method A using 2',4',6'-trimethylacetophenone (1.86 g, 11.5 mmol), lithium bis(trimethylsilyl)amide (2.11 g, 12.65 mmol), chlorotrimethylsilane (1.60 mL, 12.65 mmol), THF (127 mL), and diethyl ester of [(phenylmethyl)thio]propanedioic acid (2.95 g, 10.4 mmol). m.p. 134-136° C.; 1H NMR (250 MHz, DMSO-d6) δ2.11 (s, 6 H), 2.26 (s, 3 H), 3.98 (s, 2 H), 6.03 (s, 1 H), 6.96 (s, 2 H), 7.25 (m, 5 H), 11.85 (bs, 1 H). Reactants: BrC1=C(C=CC=C1)N1C(N(C2=NC(=NC=C2C1)S(=O)(=O)C)C1=CC=C(C=C1)CO)=O (3-(2-bromophenyl)-3,4-dihydro-1-[4-(hydroxymethyl)phenyl]-7-methanesulfonyl-pyrimido[4,5-d]pyrimidin-2(1H)-one), NC1=CC=CC=C1 (aniline). Reaction conditions: temperature 120 celsius. Yields the product N(C1=CC=CC=C1)C1=NC=C2C(=N1)N(C(N(C2)C2=C(C=CC=C2)Br)=O)C2=CC=C(C=C2)CO (7-anilino-3-(2-bromophenyl)-3,4-dihydro-1-[4-(hydroxymethyl)phenyl]pyrimido[4,5-d]pyrimidin-2(1H)-one). The yield is 35.0%. RXN SMILES: [Br:1][C:2]1[CH:7]=[CH:6][CH:5]=[CH:4][C:3]=1[N:8]1[CH2:17][C:16]2[C:11](=[N:12][C:13](S(C)(=O)=O)=[N:14][CH:15]=2)[N:10]([C:22]2[CH:27]=[CH:26][C:25]([CH2:28][OH:29])=[CH:24][CH:23]=2)[C:9]1=[O:30].[NH2:31][C:32]1[CH:37]=[CH:36][CH:35]=[CH:34][CH:33]=1>>[NH:31]([C:13]1[N:12]=[C:11]2[N:10]([C:22]3[CH:27]=[CH:26][C:25]([CH2:28][OH:29])=[CH:24][CH:23]=3)[C:9](=[O:30])[N:8]([C:3]3[CH:4]=[CH:5][CH:6]=[CH:7][C:2]=3[Br:1])[CH2:17][C:16]2=[CH:15][N:14]=1)[C:32]1[CH:37]=[CH:36][CH:35]=[CH:34][CH:33]=1. Procedure: A mixture of 180 mg (0.37 mmol) of 3-(2-bromophenyl)-3,4-dihydro-1-[4-(hydroxymethyl)phenyl]-7-methanesulfonyl-pyrimido[4,5-d]pyrimidin-2(1H)-one and 0.34 ml (3.7 mmol) of aniline was heated at 120° C. for 3 hours. The reaction mixture was cooled to room temperature then triturated with 5 ml of 2M hydrochloric acid. The fawn solid was collected by filtration, washed with water then diethyl ether. The crude material was purified by flash chromatography on silica gel, using 3% methanol in dichloro... Reactants: CO, [N-]=[N+]=NCc1cc(-c2ccco2)on1, [Pd]. The product is NCc1cc(-c2ccco2)on1. RXN SMILES: [CH3:15][OH:16].[N:1](=[N+:2]=[N-:3])[CH2:4][c:5]1[n:6][o:7][c:8](-[c:10]2[o:11][cH:12][cH:13][cH:14]2)[cH:9]1.[Pd:17]>>[NH2:1][CH2:4][c:5]1[n:6][o:7][c:8](-[c:10]2[o:11][cH:12][cH:13][cH:14]2)[cH:9]1. Reactants: O=C1CN(CC(N1)=O)CC(C)N1CC(NC(C1)=O)=O (1,2-bis(3,5-dioxopiperazin-1-yl)-propane), N1CCOCC1 (morpholine), C(C)O (ethanol), C=O (formaldehyde). Yields the product CC(CN1CC(=O)N(C(=O)C1)CN2CCOCC2)N3CC(=O)N(C(=O)C3)CN4CCOCC4 (dl-1,2-Bis(4-morpholinomethyl-3,5-dioxopiperazin-1-yl)-propane). Isolated yield 84.9%. Reaction SMILES: O=[C:2]1[NH:7][C:6](=[O:8])[CH2:5][N:4]([CH2:9][CH:10]([N:12]2[CH2:17][C:16](=[O:18])[NH:15][C:14](=[O:19])[CH2:13]2)[CH3:11])[CH2:3]1.[NH:20]1[CH2:25][CH2:24][O:23][CH2:22][CH2:21]1.[CH2:26]=[O:27].[CH2:28]([OH:30])[CH3:29]>>[CH3:11][CH:10]([N:12]1[CH2:17][C:16](=[O:18])[N:15]([CH2:5][N:4]2[CH2:3][CH2:2][O:30][CH2:28][CH2:29]2)[C:14](=[O:19])[CH2:13]1)[CH2:9][N:4]1[CH2:5][C:6](=[O:8])[N:7]([CH2:2][N:20]2[CH2:25][CH2:24][O:23][CH2:22][CH2:21]2)[C:26](=[O:27])[CH2:3]1. Reported procedure: A mixture of dl-1,2-bis(3,5-dioxopiperazin-1-yl)-propane (26.8 g, 0.1 mole), morpholine (27 ml, 0.3 mole) and absolute ethanol (100 ml) was heated to reflux. To the mixture, 37% aqueous formaldehyde solution (27 ml) was added gradually and then the reaction mixture was refluxed for further 15 minutes. The cooled mixture was filtered and the filtrate was allowed to stand in the refrigerator. Then resulting white crystals were collected and washed with ethyl acetate to give the titled compound (39... Starting materials: C(C)(C)(C)C1=C(C=C(OCC(=O)O)C=C1)OC ((4-tert-butyl-3-methoxyphenoxy)acetic acid), [Cl-].ClC1[NH+](CCN1C)C (2-chloro-1,3-dimethylimidazolinium chloride), Cl.NCC1=CC(=C(C=C1)NS(=O)(=O)C)F (N-[4-(aminomethyl)-2-fluorophenyl]methanesulfonamide hydrochloride), C(C)(C)(C)C1=C(C=C(OCC(=O)OC(C)(C)C)C=C1)OC (tert butyl (4-tert-butyl-3-methoxyphenoxy)acetate), FC(C(=O)O)(F)F (trifluoroacetic acid). The solvent is C(C)N(CC)CC (triethylamine), C(Cl)Cl (methylene dichloride), O1CCCC1 (tetrahydrofuran). Reaction conditions: time 1 hour. Product: C(C)(C)(C)C1=C(C=C(OCC(=O)NCC2=CC(=C(C=C2)NS(=O)(=O)C)F)C=C1)OC (2-(4-tert-Butyl-3-methoxyphenoxy)-N-{3-fluoro-4-[(methylsulfonyl)amino]benzyl}acetamide). The yield is 2.9%. As a reaction SMILES: [C:1]([C:5]1[CH:19]=[CH:18][C:8]([O:9][CH2:10][C:11]([O:13]C(C)(C)C)=O)=[CH:7][C:6]=1[O:20][CH3:21])([CH3:4])([CH3:3])[CH3:2].FC(F)(F)C(O)=O.C(C1C=CC(OCC(O)=O)=CC=1OC)(C)(C)C.[Cl-].ClC1N(C)CC[NH+]1C.Cl.[NH2:56][CH2:57][C:58]1[CH:63]=[CH:62][C:61]([NH:64][S:65]([CH3:68])(=[O:67])=[O:66])=[C:60]([F:69])[CH:59]=1>C(N(CC)CC)C.C(Cl)Cl.O1CCCC1>[C:1]([C:5]1[CH:19]=[CH:18][C:8]([O:9][CH2:10][C:11]([NH:56][CH2:57][C:58]2[CH:63]=[CH:62][C:61]([NH:64][S:65]([CH3:68])(=[O:67])=[O:66])=[C:60]([F:69])[CH:59]=2)=[O:13])=[CH:7][C:6]=1[O:20][CH3:21])([CH3:2])([CH3:3])[CH3:4] |f:3.4,5.6|. Procedure details: A mixture of tert butyl (4-tert-butyl-3-methoxyphenoxy)acetate (466 mg, 1.6 mmol), trifluoroacetic acid (2.0 ml), tetrahydrofuran (THF) (3.0 ml) and methylene dichloride (2.0 ml) was stirred for 1 hour at ambient temperature. After being concentrated under reduced pressure, the residue was used for further reaction without purification (460 mg). Then (4-tert-butyl-3-methoxyphenoxy)acetic acid (460 mg, crude), 2-chloro-1,3-dimethylimidazolinium chloride (CDI) (97 mg, 0.6 mmol), triethylamine (0.3...